This data is from the Open Reaction Database (ORD), a public repository of structured organic reaction records. The task is: describe an organic reaction: reactants, conditions, products, and yield Starting materials: CCO, CCOC(=O)c1cccc(N(C(C)C)S(=O)(=O)c2cccc(C(F)(F)F)c2)c1, Cl, [K+], [OH-]. The product is CC(C)N(c1cccc(C(=O)O)c1)S(=O)(=O)c1cccc(C(F)(F)F)c1. RXN SMILES: [CH3:32][CH2:33][OH:34].[CH:1]([CH3:2])([CH3:3])[N:4]([S:5](=[O:6])(=[O:7])[c:8]1[cH:9][c:10]([C:14]([F:15])([F:16])[F:17])[cH:11][cH:12][cH:13]1)[c:18]1[cH:19][c:20]([C:21](=[O:22])[O:23][CH2:24][CH3:25])[cH:26][cH:27][cH:28]1.[ClH:31].[K+:30].[OH-:29]>>[CH:1]([CH3:2])([CH3:3])[N:4]([S:5](=[O:6])(=[O:7])[c:8]1[cH:9][c:10]([C:14]([F:15])([F:16])[F:17])[cH:11][cH:12][cH:13]1)[c:18]1[cH:19][c:20]([C:21](=[O:22])[OH:23])[cH:26][cH:27][cH:28]1. The reactants are C(=O)(O)[O-].[Na+] (NaHCO3), ice, [OH-].[Na+] (NaOH), C1(CCCCC1)CCCN1CC[C@@H]2C3=C(CC[C@H]12)C(=CC=C3)OC (rac-cis-3-(3-cyclohexyl-propyl)-2,3,3a,4,5,9b-hexahydro-6-methoxy-1H-benzo[e]indole). Run in Br (HBr). Product: C1(CCCCC1)CCCN1CC[C@@H]2C3=C(CC[C@H]12)C(=CC=C3)O (rac-cis-3-(3-cyclohexyl-propyl)-2,3,3a,4,5,9b-hexahydro-1H-benzo[e]indol-6-ol). The yield is 36.7%. RXN SMILES: [CH:1]1([CH2:7][CH2:8][CH2:9][N:10]2[C@@H:18]3[C@@H:13]([C:14]4[CH:22]=[CH:21][CH:20]=[C:19]([O:23]C)[C:15]=4[CH2:16][CH2:17]3)[CH2:12][CH2:11]2)[CH2:6][CH2:5][CH2:4][CH2:3][CH2:2]1.[OH-].[Na+].C([O-])(O)=O.[Na+]>Br>[CH:1]1([CH2:7][CH2:8][CH2:9][N:10]2[C@@H:18]3[C@@H:13]([C:14]4[CH:22]=[CH:21][CH:20]=[C:19]([OH:23])[C:15]=4[CH2:16][CH2:17]3)[CH2:12][CH2:11]2)[CH2:6][CH2:5][CH2:4][CH2:3][CH2:2]1 |f:1.2,3.4|. Procedure details: 2.62 g (0.008 mol) of rac-cis-3-(3-cyclohexyl-propyl)-2,3,3a,4,5,9b-hexahydro-6-methoxy-1H-benzo[e]indole were dissolved in 0.09 l of 48% aqueous HBr and boiled under reflux for 5 hours. The mixture was poured into an ice-cold aqueous solution of 32 g (0.8 mol) of NaOH, whereupon, after the addition of solid NaHCO3, the mixture was extracted three times with CH2Cl2. The organic phase was washed with saturated aqueous NaHCO3 and NaCl solutions, dried with Na2SO4, filtered and concentrated. By chr... The reactants are SC1=CC=C(C(=O)O)C=C1 (4-mercaptobenzoic acid), C12(CC3CC(CC(C1)C3)C2)C2=C(C=C(C(=O)Cl)C=C2)OCOCCOC (4-(1-adamantyl)-3-methoxyethoxymethoxybenzoyl chloride). Solvent: N1=CC=CC=C1 (pyridine). Reaction conditions: time 6 hour. Yields the product C12(CC3CC(CC(C1)C3)C2)C2=C(C=C(C(=O)SC3=CC=C(C(=O)O)C=C3)C=C2)OCOCCOC (4-[4-(1-adamantyl)-3-methoxyethoxymethoxybenzoylthio]benzoic acid). RXN SMILES: [SH:1][C:2]1[CH:10]=[CH:9][C:5]([C:6]([OH:8])=[O:7])=[CH:4][CH:3]=1.[C:11]12([C:21]3[CH:29]=[CH:28][C:24]([C:25](Cl)=[O:26])=[CH:23][C:22]=3[O:30][CH2:31][O:32][CH2:33][CH2:34][O:35][CH3:36])[CH2:20][CH:15]3[CH2:16][CH:17]([CH2:19][CH:13]([CH2:14]3)[CH2:12]1)[CH2:18]2>N1C=CC=CC=1>[C:11]12([C:21]3[CH:29]=[CH:28][C:24]([C:25]([S:1][C:2]4[CH:10]=[CH:9][C:5]([C:6]([OH:8])=[O:7])=[CH:4][CH:3]=4)=[O:26])=[CH:23][C:22]=3[O:30][CH2:31][O:32][CH2:33][CH2:34][O:35][CH3:36])[CH2:12][CH:13]3[CH2:14][CH:15]([CH2:16][CH:17]([CH2:19]3)[CH2:18]1)[CH2:20]2. Procedure details: 850 mg (5.5 mmol) of 4-mercaptobenzoic acid and 20 ml of pyridine were introduced into a round-bottomed flask. A solution of 2.08 g (5.5 mmol) of 4-(1-adamantyl)-3-methoxyethoxymethoxybenzoyl chloride prepared above was added dropwise and the mixture was stirred at room temperature for six hours. It was evaporated to dryness and the residue was taken up in water and ethyl acetate and acidified to pH 5, and the organic phase was separated out after settling had taken place, washed with water, dri... Starting materials: c1ccc(CSc2ccc(C3OCCO3)cc2)cc1, CO, Cl, [Na+], C1CCOC1, O=C([O-])O. The product is O=Cc1ccc(SCc2ccccc2)cc1. Reaction SMILES: [CH2:1]([c:2]1[cH:3][cH:4][cH:5][cH:6][cH:7]1)[S:8][c:9]1[cH:10][cH:11][c:12]([CH:15]2[O:16][CH2:19][CH2:18][O:17]2)[cH:13][cH:14]1.[CH3:31][OH:32].[ClH:25].[Na+:26].[O:20]1[CH2:21][CH2:22][CH2:23][CH2:24]1.[OH:27][C:28](=[O:29])[O-:30]>>[CH2:1]([c:2]1[cH:3][cH:4][cH:5][cH:6][cH:7]1)[S:8][c:9]1[cH:10][cH:11][c:12]([CH:15]=[O:16])[cH:13][cH:14]1. Reactants: CCN=C=NCCCN(C)C, CN1CCOCC1, ClCCl, Cl, CC(NC(=O)Cc1cc(F)cc(F)c1)C(=O)O, COCCN1C(=O)C(N)CC=CC1c1ccccc1. Product: COCCN1C(=O)C(NC(=O)C(C)NC(=O)Cc2cc(F)cc(F)c2)CC=CC1c1ccccc1. As a reaction SMILES: [CH3:37][CH2:38][N:39]=[C:40]=[N:41][CH2:42][CH2:43][CH2:44][N:45]([CH3:46])[CH3:47].[CH3:49][N:50]1[CH2:51][CH2:52][O:53][CH2:54][CH2:55]1.[Cl:56][CH2:57][Cl:58].[ClH:48].[F:20][c:21]1[cH:22][c:23]([CH2:28][C:29](=[O:30])[NH:31][CH:32]([CH3:33])[C:34](=[O:35])[OH:36])[cH:24][c:25]([F:27])[cH:26]1.[NH2:1][CH:2]1[C:3](=[O:19])[N:4]([CH2:15][CH2:16][O:17][CH3:18])[CH:5]([c:9]2[cH:10][cH:11][cH:12][cH:13][cH:14]2)[CH:6]=[CH:7][CH2:8]1>>[NH:1]([CH:2]1[C:3](=[O:19])[N:4]([CH2:15][CH2:16][O:17][CH3:18])[CH:5]([c:9]2[cH:10][cH:11][cH:12][cH:13][cH:14]2)[CH:6]=[CH:7][CH2:8]1)[C:34]([CH:32]([NH:31][C:29]([CH2:28][c:23]1[cH:22][c:21]([F:20])[cH:26][c:25]([F:27])[cH:24]1)=[O:30])[CH3:33])=[O:35]. The reactants are ClC1=CC(=C(NC2=NC=NC3=CC(=C(C=C23)OC)O)C=C1)F (4-(4-chloro-2-fluoroanilino)-7-hydroxy-6-methoxyquinazoline), C([O-])([O-])=O.[K+].[K+] (potassium carbonate), S(=O)(Cl)Cl (Thionyl chloride), OCC1=CC(=NC=C1)C (4-hydroxymethyl-2-methylpyridine). Run in O (water), C1(=CC=CC=C1)C (toluene), CN(C)C=O (DMF). Conditions: time 2 hour. The product is ClC1=CC(=C(NC2(NC=NC3=CC(=CC=C23)OCC2=CC(=NC=C2)C)OC)C=C1)F (4-(4-chloro-2-fluoroanilino)4-methoxy-7-((2-methyl4-pyridyl)methoxy)quinazoline). The yield is 42.5%. As a reaction SMILES: S(Cl)(Cl)=O.[OH:5][CH2:6][C:7]1[CH:12]=[CH:11][N:10]=[C:9]([CH3:13])[CH:8]=1.[Cl:14][C:15]1[CH:34]=[CH:33][C:18]([NH:19][C:20]2[C:29]3[C:24](=[CH:25][C:26](O)=[C:27](OC)[CH:28]=3)[N:23]=[CH:22][N:21]=2)=[C:17]([F:35])[CH:16]=1.[C:36](=O)([O-])[O-:37].[K+].[K+]>C1(C)C=CC=CC=1.CN(C=O)C.O>[Cl:14][C:15]1[CH:34]=[CH:33][C:18]([NH:19][C:20]2([O:37][CH3:36])[C:29]3[C:24](=[CH:25][C:26]([O:5][CH2:6][C:7]4[CH:12]=[CH:11][N:10]=[C:9]([CH3:13])[CH:8]=4)=[CH:27][CH:28]=3)[N:23]=[CH:22][NH:21]2)=[C:17]([F:35])[CH:16]=1 |f:3.4.5|. Procedure: Thionyl chloride (0.3 ml) was added to a solution of 4-hydroxymethyl-2-methylpyridine (240 mg, 1.9 mmol) in toluene (10 ml) and the mixture stirred at ambient temperature for 2 hours. The volatiles were removed by evaporation, the residue azeotroped with toluene and dried under vacuum to give crude 4-chloromethyl-2-methylpyridine hydrochloride which was used directly. This product was then added to a mixture of 4-(4-chloro-2-fluoroanilino)-7-hydroxy-6-methoxyquinazoline (510 mg, 1.6mmol), (prepa... Starting materials: CCCn1c(=O)c2[nH]c(C34CCC(CCP(=O)(OCC)OCC)(CC3)CC4)nc2n(CCC)c1=O, Cl, [Na+], [OH-]. The product is CCCn1c(=O)c2[nH]c(C34CCC(CCP(=O)(O)OCC)(CC3)CC4)nc2n(CCC)c1=O. Reaction SMILES: [CH2:1]([CH3:2])[O:3][P:4]([O:5][CH2:6][CH3:7])(=[O:8])[CH2:9][CH2:10][C:11]12[CH2:12][CH2:13][C:14]([c:19]3[n:20][c:21]4[n:22]([CH2:33][CH2:34][CH3:35])[c:23](=[O:32])[n:24]([CH2:29][CH2:30][CH3:31])[c:25](=[O:28])[c:26]4[nH:27]3)([CH2:15][CH2:16]1)[CH2:17][CH2:18]2.[ClH:36].[Na+:38].[OH-:37]>>[CH2:1]([CH3:2])[O:3][P:4](=[O:5])([OH:8])[CH2:9][CH2:10][C:11]12[CH2:12][CH2:13][C:14]([c:19]3[n:20][c:21]4[n:22]([CH2:33][CH2:34][CH3:35])[c:23](=[O:32])[n:24]([CH2:29][CH2:30][CH3:31])[c:25](=[O:28])[c:26]4[nH:27]3)([CH2:15][CH2:16]1)[CH2:17][CH2:18]2.